This data is from the Open Reaction Database (ORD), a public repository of structured organic reaction records. The task is: describe an organic reaction: reactants, conditions, products, and yield Starting materials: BrC1=C(C=NN(C1=O)CCCC(=O)OCC)N[C@H]1[C@@H]([C@@H]2C([C@H](C1)C2)(C)C)C (Ethyl 4-{5-bromo-6-oxo-4-[(1R,2R,3R,5S)-2,6,6-trimethylbicyclo[3.1.1]hept-3-ylamino]pyridazin-1(6H)-yl}butanoate), [OH-].[Na+] (sodium hydroxide), C(C)(=O)OCC (ethyl acetate). The solvent is O1CCOCC1 (1,4-dioxane). Yields the product BrC1=C(C=NN(C1=O)CCCC(=O)O)N[C@H]1[C@@H]([C@@H]2C([C@H](C1)C2)(C)C)C (4-{5-Bromo-6-oxo-4-[(1R,2R,3R,5S)-2,6,6-trimethylbicyclo[3.1.1]hept-3-ylamino]pyridazin-1(6H)-yl}butanoic Acid). Isolated yield 45.0%. RXN SMILES: [Br:1][C:2]1[C:7](=[O:8])[N:6]([CH2:9][CH2:10][CH2:11][C:12]([O:14]CC)=[O:13])[N:5]=[CH:4][C:3]=1[NH:17][C@@H:18]1[CH2:23][C@@H:22]2[CH2:24][C@@H:20]([C:21]2([CH3:26])[CH3:25])[C@H:19]1[CH3:27].[OH-].[Na+].C(OCC)(=O)C>O1CCOCC1>[Br:1][C:2]1[C:7](=[O:8])[N:6]([CH2:9][CH2:10][CH2:11][C:12]([OH:14])=[O:13])[N:5]=[CH:4][C:3]=1[NH:17][C@@H:18]1[CH2:23][C@@H:22]2[CH2:24][C@@H:20]([C:21]2([CH3:26])[CH3:25])[C@H:19]1[CH3:27] |f:1.2|. Reported procedure: Ethyl 4-{5-bromo-6-oxo-4-[(1R,2R,3R,5S)-2,6,6-trimethylbicyclo[3.1.1]hept-3-ylamino]pyridazin-1(6H)-yl}butanoate (454 mg, 0.981 mmol) in 1,4-dioxane (4.5 mL) was stirred with 1 M aqueous sodium hydroxide (2.06 mL, 2.06 mmol) at room temperature for 6.5 hours. After completion of the reaction, ethyl acetate was added, and the organic layer was washed with 1 M hydrochloric acid and saturated aqueous sodium chloride, dried over anhydrous magnesium sulfate and evaporated under reduced pressure to gi... The solvent is O1CCCC1 (tetrahydrofuran). As a reaction SMILES: [F:1][C:2]1[C:11]2[C:6](=[CH:7][CH:8]=[CH:9][CH:10]=2)[C:5]([C:12]2[O:16][C:15]([N:17]3[CH:21]=[CH:20][N:19]=[C:18]3[CH3:22])=[N:14][C:13]=2[CH2:23][CH2:24][CH2:25][CH2:26][OH:27])=[CH:4][CH:3]=1.[CH3:28][C:29]1[CH:34]=[CH:33][CH:32]=[CH:31][C:30]=1O.C(P(CCCC)CCCC)CCC.N(C(N1CCCCC1)=O)=NC(N1CCCCC1)=O>O1CCCC1>[F:1][C:2]1[C:11]2[C:6](=[CH:7][CH:8]=[CH:9][CH:10]=2)[C:5]([C:12]2[O:16][C:15]([N:17]3[CH:21]=[CH:20][N:19]=[C:18]3[CH3:22])=[N:14][C:13]=2[CH2:23][CH2:24][CH2:25][CH2:26][O:27][C:30]2[CH:31]=[CH:32][CH:33]=[CH:34][C:29]=2[CH3:28])=[CH:4][CH:3]=1. The reactants are N(=NC(=O)N1CCCCC1)C(=O)N1CCCCC1 (1,1′-(azodicarbonyl)dipiperidine), FC1=CC=C(C2=CC=CC=C12)C1=C(N=C(O1)N1C(=NC=C1)C)CCCCO (5-(4-fluoro-1-naphthyl)-2-(2-methyl-1-imidazolyl)-4-oxazolebutanol), CC1=C(C=CC=C1)O (2-methylphenol), C(CCC)P(CCCC)CCCC (tributylphosphine). Product: FC1=CC=C(C2=CC=CC=C12)C1=C(N=C(O1)N1C(=NC=C1)C)CCCCOC1=C(C=CC=C1)C (5-(4-fluoro-1-naphthyl)-2-(2-methyl-1-imidazolyl)-4-[4-(2-methylphenoxy)butyl]oxazole), oil. Procedure: To a mixture of 5-(4-fluoro-1-naphthyl)-2-(2-methyl-1-imidazolyl)-4-oxazolebutanol (180 mg), 2-methylphenol (108 mg), tributylphosphine (202 mg) and tetrahydrofuran (5 ml) was added 1,1′-(azodicarbonyl)dipiperidine (252 mg) at room temperature, and the resulting mixture was stirred for 1 hour. After the reaction mixture was concentrated, the residue was subjected to silica gel column chromatography, and 5-(4-fluoro-1-naphthyl)-2-(2-methyl-1-imidazolyl)-4-[4-(2-methylphenoxy)butyl]oxazole was obt... Reaction conditions: time 1 hour. Isolated yield 80.0%. Reactants: C(C)(=O)O (acetic acid), C(CC(=O)C)(=O)OC (Methyl acetoacetate), L,L-tartaric acid sodium bromide. The reagents and catalysts are [Ni] (Raney Nickel). Run in C(CC)(=O)OC (methyl propionate), C(CC)(=O)OC (methyl propionate). Conditions: temperature 100 celsius, time 24 hour. The product is C(CC(=O)C)(=O)OC (methyl acetoacetate), O[C@@H](CC(=O)OC)C (methyl (R)-3-hydroxy-butyrate). As a reaction SMILES: [C:1]([O:7][CH3:8])(=[O:6])[CH2:2][C:3]([CH3:5])=[O:4].C(O)(=O)C>[Ni].C(OC)(=O)CC>[C:1]([O:7][CH3:8])(=[O:6])[CH2:2][C:3]([CH3:5])=[O:4].[OH:4][C@H:3]([CH3:5])[CH2:2][C:1]([O:7][CH3:8])=[O:6]. Procedure details: Methyl acetoacetate (250 ml) and methyl propionate (400 ml) were added to approximately 10 g of this L,L-tartaric acid/sodium bromide modified Raney Nickel in methyl propionate (under an atmosphere of argon). A small amount of acetic acid (4 ml) was then added to the resulting mixture. This reaction mixture was then added to a pressure vessel and the vessel was purged with nitrogen. The reaction vessel was pressurized to 800 psi with hydrogen and heated to 100° C. with vigorous stirring. The pre... The reactants are C12CC\C=C/CCC2O1 ((Z)-9-oxabicyclo[6.1.0]non-4-ene), C(C1=CC=CC=C1)(=O)OC (methyl benzoate), ether hexanes. Run in quartz. Conditions: time 30 minute. Yields the product C12CC\C=C\CCC2O1 ((E)-9-oxabicyclo[6.1.0]non-4-ene). The yield is 40.0%. As a reaction SMILES: [CH:1]12[O:9][CH:8]1[CH2:7][CH2:6][CH:5]=[CH:4][CH2:3][CH2:2]2.C(OC)(=O)C1C=CC=CC=1>>[CH:8]12[O:9][CH:1]1[CH2:2][CH2:3][CH:4]=[CH:5][CH2:6][CH2:7]2. Reported procedure: To a 9:1 ether/hexanes solution (250 mL) in a 500 mL quartz reaction vessel, was added (Z)-9-oxabicyclo[6.1.0]non-4-ene (1.0 g) and methyl benzoate (1.1 g) sensitizer. No attempt to degas the solution was made. The vessel was irradiated with 254 nm light in a Rayonet RPR-100 UV reactor (Southern New England Ultraviolet Company) under constant stirring. At 30 minute intervals, the irradiation was stopped and the entire solution was passed through a column packed with silver nitrate (10%) impregna... Starting materials: COCOc1cccnc1C(O)c1cccc(Br)c1, O=C(OO)c1cccc(Cl)c1, [Na+], [Na+], C1CCOC1, O=S([O-])[O-]. Yields the product COCOc1ccc[n+]([O-])c1C(O)c1cccc(Br)c1. As a reaction SMILES: [Br:1][c:2]1[cH:3][c:4]([CH:5]([OH:6])[c:7]2[n:8][cH:9][cH:10][cH:11][c:12]2[O:13][CH2:14][O:15][CH3:16])[cH:17][cH:18][cH:19]1.[Cl:20][c:21]1[cH:22][cH:23][cH:24][c:25]([C:26]([O:27][OH:29])=[O:28])[cH:30]1.[Na+:35].[Na+:36].[O:37]1[CH2:38][CH2:39][CH2:40][CH2:41]1.[S:31]([O-:32])([O-:33])=[O:34]>>[Br:1][c:2]1[cH:3][c:4]([CH:5]([OH:6])[c:7]2[n+:8]([O-:28])[cH:9][cH:10][cH:11][c:12]2[O:13][CH2:14][O:15][CH3:16])[cH:17][cH:18][cH:19]1. Starting materials: CN1CCN(Cc2ccc(C(=O)Cl)cc2Br)CC1, CC#N, CN(C)c1ccncc1, CCN(C(C)C)C(C)C, Cc1ccc(N)cc1Nc1nccc(-c2ccc(Cl)nc2)n1, Cl, Cl. Yields the product Cc1ccc(NC(=O)c2ccc(CN3CCN(C)CC3)c(Br)c2)cc1Nc1nccc(-c2ccc(Cl)nc2)n1. RXN SMILES: [Br:34][c:35]1[cH:36][c:37]([C:38](=[O:39])[Cl:40])[cH:41][cH:42][c:43]1[CH2:44][N:45]1[CH2:46][CH2:47][N:48]([CH3:51])[CH2:49][CH2:50]1.[CH3:52][C:53]#[N:54].[CH3:55][N:56]([CH3:57])[c:58]1[cH:59][cH:60][n:61][cH:62][cH:63]1.[CH:23]([N:24]([CH:25]([CH3:26])[CH3:27])[CH2:28][CH3:29])([CH3:30])[CH3:31].[Cl:1][c:2]1[cH:3][cH:4][c:5](-[c:8]2[n:9][c:10]([NH:14][c:15]3[cH:16][c:17]([NH2:18])[cH:19][cH:20][c:21]3[CH3:22])[n:11][cH:12][cH:13]2)[cH:6][n:7]1.[ClH:32].[ClH:33]>>[Cl:1][c:2]1[cH:3][cH:4][c:5](-[c:8]2[n:9][c:10]([NH:14][c:15]3[cH:16][c:17]([NH:18][C:38]([c:37]4[cH:36][c:35]([Br:34])[c:43]([CH2:44][N:45]5[CH2:46][CH2:47][N:48]([CH3:51])[CH2:49][CH2:50]5)[cH:42][cH:41]4)=[O:39])[cH:19][cH:20][c:21]3[CH3:22])[n:11][cH:12][cH:13]2)[cH:6][n:7]1.